This data is from the Open Reaction Database (ORD), a public repository of structured organic reaction records. The task is: describe an organic reaction: reactants, conditions, products, and yield Reactants: BrC=1C=CC(=NC1)/N=C/N(C)C ((E)-N′-(5-Bromopyridin-2-yl)-N,N-dimethylformimidamide), ClCC(C)=O (1-chloropropan-2-one), C(=O)(O)[O-].[Na+] (NaHCO3). Run in CC(C)O (2-propanol), O (water). The product is BrC=1C=CC=2N(C1)C(=CN2)C(C)=O (1-(6-bromoimidazo[1,2-a]pyridin-3-yl)ethan-1-one). Yield: 47.5%. Reaction SMILES: [Br:1][C:2]1[CH:3]=[CH:4][C:5](/[N:8]=[CH:9]/N(C)C)=[N:6][CH:7]=1.Cl[CH2:14][C:15](=[O:17])[CH3:16].C([O-])(O)=O.[Na+]>CC(O)C.O>[Br:1][C:2]1[CH:3]=[CH:4][C:5]2[N:6]([C:14]([C:15](=[O:17])[CH3:16])=[CH:9][N:8]=2)[CH:7]=1 |f:2.3|. Procedure details: (E)-N′-(5-Bromopyridin-2-yl)-N,N-dimethylformimidamide (2.0 g, 8.8 mmol), 1-chloropropan-2-one (1.2 mL, 1.4 g, 15 mmol), NaHCO3 (1.3 g, 15.5 mmol) in 2-propanol (30 mL) were heated at 90° C. under nitrogen for 12 h. The dark reaction mixture was cooled and the dense heterogeneous suspension was diluted with water. The solid was collected by filtration, washed with water and dried to obtain 1.0 g of 1-(6-bromoimidazo[1,2-a]pyridin-3-yl)ethan-1-one. 1H NMR (300 MHz, DMSO-d6) δ 9.62 (d, J=1.9 Hz, 1... Reactants: FC(C(=O)OC(C(F)(F)F)=O)(F)F (trifluoro acetic anhydride), COC(C[C@@H](CC(=O)O)C)=O (3(R)-methyl-pentanedioic acid monomethyl ester), [Cl-].[NH4+] (ammonium chloride), postassium-tert-butoxide, C(CCCCC)C=1NC2=CC=CC=C2C1 (2-hexyl-1H-indole). Run in C(Cl)Cl (methylene chloride), C(C)(=O)OCC (ethyl acetate), C1CCOC1 (THF). Conditions: time 30 minute. Product: COC(CC(CC(=O)N1C(=CC2=CC=CC=C12)CCCCCC)C)=O (5-(2-Hexyl-indol-1-yl)-3-methyl-5-oxo-pentanoic acid methyl ester). RXN SMILES: [CH2:1]([C:7]1[NH:8][C:9]2[C:14]([CH:15]=1)=[CH:13][CH:12]=[CH:11][CH:10]=2)[CH2:2][CH2:3][CH2:4][CH2:5][CH3:6].FC(F)(F)C(OC(=O)C(F)(F)F)=O.[CH3:29][O:30][C:31](=[O:39])[CH2:32][C@H:33]([CH3:38])[CH2:34][C:35](O)=[O:36].[Cl-].[NH4+]>C1COCC1.C(Cl)Cl.C(OCC)(=O)C>[CH3:29][O:30][C:31](=[O:39])[CH2:32][CH:33]([CH3:38])[CH2:34][C:35]([N:8]1[C:9]2[C:14](=[CH:13][CH:12]=[CH:11][CH:10]=2)[CH:15]=[C:7]1[CH2:1][CH2:2][CH2:3][CH2:4][CH2:5][CH3:6])=[O:36] |f:3.4|. Procedure: In flask A postassium-tert-butoxide solution in THF was added to a solution of 2-hexyl-1H-indole and stirred for 30 minutes. In another flask B trifluoro acetic anhydride was added to a solution of 3(R)-methyl-pentanedioic acid monomethyl ester in methylene chloride and stirred for 20 minutes. The solution in flask A was transferred to solution in flask B and the reaction mixture was stirred for 3 hours. The reaction was treated with saturated ammonium chloride and ethyl acetate. The product was... Starting materials: CSC(=NCCSCc1ccc(CN(C)C)o1)NC#N, Cc1ccc2oc(CCN)cc2c1. The product is Cc1ccc2oc(CCN=C(NC#N)NCCSCc3ccc(CN(C)C)o3)cc2c1. As a reaction SMILES: [C:14](#[N:15])[NH:16][C:17]([S:18][CH3:19])=[N:20][CH2:21][CH2:22][S:23][CH2:24][c:25]1[o:26][c:27]([CH2:30][N:31]([CH3:32])[CH3:33])[cH:28][cH:29]1.[CH3:1][c:2]1[cH:3][cH:4][c:5]2[c:6]([cH:7][c:8]([CH2:10][CH2:11][NH2:12])[o:9]2)[cH:13]1>>[CH3:1][c:2]1[cH:3][cH:4][c:5]2[c:6]([cH:7][c:8]([CH2:10][CH2:11][N:12]=[C:17]([NH:16][C:14]#[N:15])[NH:20][CH2:21][CH2:22][S:23][CH2:24][c:25]3[o:26][c:27]([CH2:30][N:31]([CH3:32])[CH3:33])[cH:28][cH:29]3)[o:9]2)[cH:13]1. Starting materials: C(C)OC([C@H](CC1=CC=C(C=C1)OCCCOC1=CC=C(C=C1)OC1=CC=CC=C1)O)=O ((2S)-2-hydroxy-3-{4-[3-(4-phenoxy-phenoxy)-propoxy]-phenyl}-propionic acid ethyl ester), AgO2, C(C)I (ethyl iodide). Solvent: ClCCl (dichloromethane). Yields the product C(C)OC(C(CC1=CC=C(C=C1)OCCCOC1=CC=C(C=C1)OC1=CC=CC=C1)OCC)=O (2-Ethoxy-3-{4-[3-(4-phenoxy-phenoxy)-propoxy]-phenyl}-propionic acid ethyl ester). RXN SMILES: [CH2:1]([O:3][C:4](=[O:32])[C@@H:5]([OH:31])[CH2:6][C:7]1[CH:12]=[CH:11][C:10]([O:13][CH2:14][CH2:15][CH2:16][O:17][C:18]2[CH:23]=[CH:22][C:21]([O:24][C:25]3[CH:30]=[CH:29][CH:28]=[CH:27][CH:26]=3)=[CH:20][CH:19]=2)=[CH:9][CH:8]=1)[CH3:2].[CH2:33](I)[CH3:34]>ClCCl>[CH2:1]([O:3][C:4](=[O:32])[CH:5]([O:31][CH2:33][CH3:34])[CH2:6][C:7]1[CH:12]=[CH:11][C:10]([O:13][CH2:14][CH2:15][CH2:16][O:17][C:18]2[CH:19]=[CH:20][C:21]([O:24][C:25]3[CH:26]=[CH:27][CH:28]=[CH:29][CH:30]=3)=[CH:22][CH:23]=2)=[CH:9][CH:8]=1)[CH3:2]. Procedure details: A solution of (2S)-2-hydroxy-3-{4-[3-(4-phenoxy-phenoxy)-propoxy]-phenyl}-propionic acid ethyl ester, AgO2 (1.5 eq) and ethyl iodide (excess) in dichloromethane was stirred over 10 days. The crude mixture was filtered through celite and concentrated to dryness. The compound was purified by chromatography to give the title product. 1H-NMR (CDCl3, 200.15 MHz): δ 7.34–7.26 (m, 2H), 7.18–6.82 (m, 11H), 4.18–4.17 (m, 6H), 4.01–3.94 (m, 1H), 3.68–3.53 (m, 1H), 3.43–3.28 (m, 1H), 2.96 (d, 2H, J=6.5), 2... The reactants are ClC=1C(=NC(=C(N1)OC1=CC(=CC=C1)[N+](=O)[O-])C(C)(C)O)C(=O)N (3-chloro-6-(2-hydroxypropan-2-yl)-5-(3-nitrophenoxy)pyrazine-2-carboxamide), CN1CCC(CC1)N1N=CC(=C1)N (1-(1-methylpiperidin-4-yl)-1H-pyrazol-4-amine), C(C)(C)N(CC)C(C)C (diisopropylethylamine), CN1C(CCC1)=O (N-methylpyrrolidone). Solvent: [Cl-].[Na+].O (brine), O (water). Product: CN1CCC(CC1)N1N=CC(=C1)NC=1C(=NC(=C(N1)OC1=CC(=CC=C1)[N+](=O)[O-])C(=C)C)C(=O)N (3-{[1-(1-methylpiperidin-4-yl)-1H-pyrazol-4-yl]amino}-5-(3-nitrophenoxy)-6-(prop-1-en-2-yl)pyrazine-2-carboxamide). Yield: 52.1%. As a reaction SMILES: Cl[C:2]1[C:3]([C:22]([NH2:24])=[O:23])=[N:4][C:5]([C:18](O)([CH3:20])[CH3:19])=[C:6]([O:8][C:9]2[CH:14]=[CH:13][CH:12]=[C:11]([N+:15]([O-:17])=[O:16])[CH:10]=2)[N:7]=1.[CH3:25][N:26]1[CH2:31][CH2:30][CH:29]([N:32]2[CH:36]=[C:35]([NH2:37])[CH:34]=[N:33]2)[CH2:28][CH2:27]1.C(N(C(C)C)CC)(C)C.CN1CCCC1=O>[Cl-].[Na+].O.O>[CH3:25][N:26]1[CH2:27][CH2:28][CH:29]([N:32]2[CH:36]=[C:35]([NH:37][C:2]3[C:3]([C:22]([NH2:24])=[O:23])=[N:4][C:5]([C:18]([CH3:20])=[CH2:19])=[C:6]([O:8][C:9]4[CH:14]=[CH:13][CH:12]=[C:11]([N+:15]([O-:17])=[O:16])[CH:10]=4)[N:7]=3)[CH:34]=[N:33]2)[CH2:30][CH2:31]1 |f:4.5.6|. Procedure details: A mixture of 3-chloro-6-(2-hydroxypropan-2-yl)-5-(3-nitrophenoxy)pyrazine-2-carboxamide (300 mg), 1-(1-methylpiperidin-4-yl)-1H-pyrazol-4-amine (184 mg), diisopropylethylamine (291 μL), and N-methylpyrrolidone (3 mL) was reacted in a microwave reaction device at 180° C. for 2 hours. To the reaction mixture were added water and saturated brine, followed by extraction with ethyl acetate. The organic phase was dried over anhydrous sodium sulfate and the solvent was evaporated under reduced pressure... Starting materials: O1C(OCC1)C(C)[C@H]1CC[C@H]2C3=CC=C4C[C@H](C[C@@H]([C@]4(C)[C@H]3CC[C@]12C)OC(C1=CC=CC=C1)=O)OC(C)=O (20-(1,3-dioxolan-2-yl)-3β-acetoxy-1α-benzoyloxypregna-5,7-diene), O (water), C1(=CC=C(C=C1)S(=O)(=O)O)C (p-toluenesulfonic acid). Run in O1CCCC1 (tetrahydrofuran). Reaction conditions: temperature 50 celsius, time 3 hour. Product: C(C)(=O)O[C@@H]1CC2=CC=C3[C@@H]4CC[C@H](C(C)C=O)[C@]4(CC[C@@H]3[C@]2([C@H](C1)OC(C1=CC=CC=C1)=O)C)C (3β-acetoxy-1α-benzoyloxypregna-5,7-diene-20-carbaldehyde). The yield is 49.0%. RXN SMILES: [O:1]1CCO[CH:2]1[CH:6]([C@@H:8]1[C@:25]2([CH3:26])[C@H:11]([C:12]3[C@H:22]([CH2:23][CH2:24]2)[C@:20]2([CH3:21])[C:15]([CH2:16][C@@H:17]([O:36][C:37](=[O:39])[CH3:38])[CH2:18][C@@H:19]2[O:27][C:28](=[O:35])[C:29]2[CH:34]=[CH:33][CH:32]=[CH:31][CH:30]=2)=[CH:14][CH:13]=3)[CH2:10][CH2:9]1)[CH3:7].O.C1(C)C=CC(S(O)(=O)=O)=CC=1>O1CCCC1>[C:37]([O:36][C@H:17]1[CH2:18][C@H:19]([O:27][C:28](=[O:35])[C:29]2[CH:34]=[CH:33][CH:32]=[CH:31][CH:30]=2)[C@@:20]2([CH3:21])[C:15](=[CH:14][CH:13]=[C:12]3[C@@H:22]2[CH2:23][CH2:24][C@@:25]2([CH3:26])[C@H:11]3[CH2:10][CH2:9][C@@H:8]2[CH:6]([CH:2]=[O:1])[CH3:7])[CH2:16]1)(=[O:39])[CH3:38]. Reported procedure: In 5 ml of tetrahydrofuran was dissolved 100 mg of 20-(1,3-dioxolan-2-yl)-3β-acetoxy-1α-benzoyloxypregna-5,7-diene, followed by addition of 1 ml of water and 10 mg of p-toluenesulfonic acid. The mixture was stirred in an atmosphere of argon gas at 50° C. for 3 hours. The reaction mixture was then worked up in the same manner as Example 156 to give 45 mg of 3β-acetoxy-1α-benzoyloxypregna-5,7-diene-20-carbaldehyde showing the following physical properties.